describe an organic reaction: reactants, conditions, products, and yield From a dataset of the Open Reaction Database (ORD), a public repository of structured organic reaction records. Starting materials: CCOCC, O=CN1CCCCC1, O=C(OC(Cl)(Cl)Cl)OC(Cl)(Cl)Cl. The product is [Cl-], ClC=[N+]1CCCCC1. As a reaction SMILES: [CH3:21][CH2:22][O:23][CH2:24][CH3:25].[CH:1](=[O:2])[N:3]1[CH2:4][CH2:5][CH2:6][CH2:7][CH2:8]1.[Cl:9][C:10]([O:11][C:12](=[O:13])[O:14][C:15]([Cl:16])([Cl:17])[Cl:18])([Cl:19])[Cl:20]>>[Cl-:9].[N+:3]1(=[CH:10][Cl:20])[CH2:4][CH2:5][CH2:6][CH2:7][CH2:8]1.